Dataset: the Open Reaction Database (ORD), a public repository of structured organic reaction records. Task: describe an organic reaction: reactants, conditions, products, and yield Starting materials: BrCC1=C(C(N=C(N1)C=1SC=CN1)C1=C(C=C(C=C1)F)Cl)C(=O)OCC (Ethyl 6-(bromomethyl)-4-(2-chloro-4-fluorophenyl)-2-(thiazol-2-yl)-1,4-dihydropyrimidine-5-carboxylate), Cl.N1CC(OCC1)CC(=O)O (2-(morpholin-2-yl)acetic acid hydrochloride). Product: ClC1=C(C=CC(=C1)F)C1C(=C(NC(=N1)C=1SC=CN1)CN1CC(OCC1)CC(=O)O)C(=O)OCC (2-(4-((6-(2-chloro-4-fluorophenyl)-5-(ethoxycarbonyl)-2-(thiazol-2-yl)-3,6-dihydropyrimidin-4-yl)methyl)morpholin-2-yl)acetic acid). The yield is 53.0%. As a reaction SMILES: Br[CH2:2][C:3]1[NH:8][C:7]([C:9]2[S:10][CH:11]=[CH:12][N:13]=2)=[N:6][CH:5]([C:14]2[CH:19]=[CH:18][C:17]([F:20])=[CH:16][C:15]=2[Cl:21])[C:4]=1[C:22]([O:24][CH2:25][CH3:26])=[O:23].Cl.[NH:28]1[CH2:33][CH2:32][O:31][CH:30]([CH2:34][C:35]([OH:37])=[O:36])[CH2:29]1>>[Cl:21][C:15]1[CH:16]=[C:17]([F:20])[CH:18]=[CH:19][C:14]=1[CH:5]1[N:6]=[C:7]([C:9]2[S:10][CH:11]=[CH:12][N:13]=2)[NH:8][C:3]([CH2:2][N:28]2[CH2:33][CH2:32][O:31][CH:30]([CH2:34][C:35]([OH:37])=[O:36])[CH2:29]2)=[C:4]1[C:22]([O:24][CH2:25][CH3:26])=[O:23] |f:1.2|. Procedure details: Ethyl 6-(bromomethyl)-4-(2-chloro-4-fluorophenyl)-2-(thiazol-2-yl)-1,4-dihydropyrimidine-5-carboxylate (0.63 g, 1.37 mmol) was reacted with 2-(morpholin-2-yl)acetic acid hydrochloride (0.3 g, 1.65 mmol) according to the procedure as described in Example 3 to give the title compound as a yellow solid (0.38 g, 53%). The compound was characterized by the following spectroscopic data: Starting materials: C1(=CC=CC=C1)C1CCNCC1 (4-phenylpiperidine), BrCCCCl (1-bromo-3-chloropropane), C([O-])([O-])=O.[K+].[K+] (potassium carbonate). As a reaction SMILES: [C:1]1([CH:7]2[CH2:12][CH2:11][NH:10][CH2:9][CH2:8]2)[CH:6]=[CH:5][CH:4]=[CH:3][CH:2]=1.Br[CH2:14][CH2:15][CH2:16][Cl:17].C(=O)([O-])[O-].[K+].[K+]>C(#N)C>[Cl:17][CH2:16][CH2:15][CH2:14][N:10]1[CH2:9][CH2:8][CH:7]([C:1]2[CH:6]=[CH:5][CH:4]=[CH:3][CH:2]=2)[CH2:12][CH2:11]1 |f:2.3.4|. Yields the product ClCCCN1CCC(CC1)C1=CC=CC=C1 (1-(3-Chloropropyl)-4-phenylpiperidine). Procedure details: 1-(3-Chloropropyl)-4-phenylpiperidine can be obtained as follows: a solution of 4-phenylpiperidine (8 g) and of 1-bromo-3-chloropropane (20 cc) in acetonitrile (80 cc) is stirred at 25° C. for 24 hours with potassium carbonate (28 g). The mixture is filtered and is then concentrated to dryness under reduced pressure (2.7 kPa). The residue is chromatographed on a column of silica gel (0.06-0.2-mm particle size, 3-cm diameter, 25-cm height) and eluted with a mixture of cyclohexane and ethyl acetat... Solvent: C(C)#N (acetonitrile). Starting materials: NC1CCN2CCC3=C(C2C1)C=CC=C3 (2-amino-1,3,4,6,7,11b-hexahydro-2H-benzo[a]quinolizine), ClC1=C(C=CC=C1)N=C=O (o-chlorophenyl isocyanate). The product is C1C(CCN2CCC3=C(C12)C=CC=C3)NC(=O)NC3=C(C=CC=C3)Cl (1-(1,3,4,6,7,11b-Hexahydro-2H-benzo[a]quinolizin-2-yl)-3-(2-chlorophenyl)urea). As a reaction SMILES: [NH2:1][CH:2]1[CH2:11][CH:10]2[N:5]([CH2:6][CH2:7][C:8]3[CH:15]=[CH:14][CH:13]=[CH:12][C:9]=32)[CH2:4][CH2:3]1.[Cl:16][C:17]1[CH:22]=[CH:21][CH:20]=[CH:19][C:18]=1[N:23]=[C:24]=[O:25]>>[CH2:11]1[CH:10]2[N:5]([CH2:6][CH2:7][C:8]3[CH:15]=[CH:14][CH:13]=[CH:12][C:9]=32)[CH2:4][CH2:3][CH:2]1[NH:1][C:24]([NH:23][C:18]1[CH:19]=[CH:20][CH:21]=[CH:22][C:17]=1[Cl:16])=[O:25]. Reported procedure: By a procedure analogous to that of Example 1, 2-amino-1,3,4,6,7,11b-hexahydro-2H-benzo[a]quinolizine is reacted with o-chlorophenyl isocyanate to give the title compound. The reactants are CO, CCOC(=O)CCCOc1cc2ncnc(Nc3ccc(Cl)cc3F)c2cc1OC, Cl, [Na+], [OH-], O. Product: COc1cc2c(Nc3ccc(Cl)cc3F)ncnc2cc1OCCCC(=O)O. As a reaction SMILES: [CH3:32][OH:33].[Cl:1][c:2]1[cH:3][c:4]([F:30])[c:5]([NH:6][c:7]2[n:8][cH:9][n:10][c:11]3[cH:12][c:13]([O:19][CH2:20][CH2:21][CH2:22][C:23](=[O:24])[O:25][CH2:26][CH3:27])[c:14]([O:17][CH3:18])[cH:15][c:16]23)[cH:28][cH:29]1.[ClH:34].[Na+:36].[OH-:35].[OH2:31]>>[Cl:1][c:2]1[cH:3][c:4]([F:30])[c:5]([NH:6][c:7]2[n:8][cH:9][n:10][c:11]3[cH:12][c:13]([O:19][CH2:20][CH2:21][CH2:22][C:23](=[O:24])[OH:25])[c:14]([O:17][CH3:18])[cH:15][c:16]23)[cH:28][cH:29]1. The reagents and catalysts are CN(C)C=1C=CN=CC1 (DMAP). Reactants: C(CCC)OC(=O)N1CCN(CC1)C([C@H](CCC(=O)O)NC(=O)C1=NN(C(=C1)OCC(=O)N1[C@@H](CCC1)C(NC1CCC1)=O)C1=CC=CC=C1)=O (4-[(S)-4-Carboxy-2-({5-[2-((S)-2-cyclobutylcarbamoyl-pyrrolidin-1-yl)-2-oxo-ethoxy]-1-phenyl-1H-pyrazole-3-carbonyl}-amino)-butyryl]-piperazine-1-carboxylic acid butyl ester), C(CCl)Cl (EDC), CO (methanol). Procedure: To a solution of 120 mg 4-[(S)-4-Carboxy-2-({5-[2-((S)-2-cyclobutylcarbamoyl-pyrrolidin-1-yl)-2-oxo-ethoxy]-1-phenyl-1H-pyrazole-3-carbonyl}-amino)-butyryl]-piperazine-1-carboxylic acid butyl ester in 3 ml DMF were added 39 mg EDC, 25 mg DMAP and 34 μl methanol. After 3 h the reaction mixture was concentrated and the residue purified by preparative HPLC (C18 reverse phase column, elution with a water/MeCN gradient with 0.1% TFA). The fractions containing the product were lyophilized to yield the... Run in CN(C)C=O (DMF). RXN SMILES: [CH2:1]([O:5][C:6]([N:8]1[CH2:13][CH2:12][N:11]([C:14](=[O:51])[C@@H:15]([NH:21][C:22]([C:24]2[CH:28]=[C:27]([O:29][CH2:30][C:31]([N:33]3[CH2:37][CH2:36][CH2:35][C@H:34]3[C:38](=[O:44])[NH:39][CH:40]3[CH2:43][CH2:42][CH2:41]3)=[O:32])[N:26]([C:45]3[CH:50]=[CH:49][CH:48]=[CH:47][CH:46]=3)[N:25]=2)=[O:23])[CH2:16][CH2:17][C:18]([OH:20])=[O:19])[CH2:10][CH2:9]1)=[O:7])[CH2:2][CH2:3][CH3:4].[CH2:52](Cl)CCl.CO>CN(C=O)C.CN(C1C=CN=CC=1)C>[CH2:1]([O:5][C:6]([N:8]1[CH2:13][CH2:12][N:11]([C:14](=[O:51])[C@@H:15]([NH:21][C:22]([C:24]2[CH:28]=[C:27]([O:29][CH2:30][C:31]([N:33]3[CH2:37][CH2:36][CH2:35][C@H:34]3[C:38](=[O:44])[NH:39][CH:40]3[CH2:43][CH2:42][CH2:41]3)=[O:32])[N:26]([C:45]3[CH:50]=[CH:49][CH:48]=[CH:47][CH:46]=3)[N:25]=2)=[O:23])[CH2:16][CH2:17][C:18]([O:20][CH3:52])=[O:19])[CH2:10][CH2:9]1)=[O:7])[CH2:2][CH2:3][CH3:4]. The product is C(CCC)OC(=O)N1CCN(CC1)C([C@H](CCC(=O)OC)NC(=O)C1=NN(C(=C1)OCC(=O)N1[C@@H](CCC1)C(NC1CCC1)=O)C1=CC=CC=C1)=O (4-[(S)-2-({5-[2-((S)-2-Cyclobutylcarbamoyl-pyrrolidin-1-yl)-2-oxo-ethoxy]-1-phenyl-1H-pyrazole-3-carbonyl}-amino)-4-methoxycarbonyl-butyryl]-piperazine-1-carboxylic acid butyl ester). The reactants are C(C)(C)(C)OC(NCC1(CCN(CC1)CC1=CC=C(C=C1)OC)C1=CC=CC=C1)=O ([1-(4-methoxy-benzyl)-4-phenylpiperidin-4-ylmethyl]carbamic acid tert-butyl ester), ClC(=O)OC(C)Cl (1-chloroethyl chloroformate). Run in C(Cl)Cl (CH2Cl2). Conditions: time 2.5 hour. Yields the product ClC(C)OC(=O)N1CCC(CC1)(C1=CC=CC=C1)CNC(=O)OC(C)(C)C (4-(tert-butoxycarbonylaminomethyl)-4-phenylpiperidine-1-carboxylic acid 1-chloroethyl ester). Reaction SMILES: [C:1]([O:5][C:6](=[O:30])[NH:7][CH2:8][C:9]1([C:24]2[CH:29]=[CH:28][CH:27]=[CH:26][CH:25]=2)[CH2:14][CH2:13][N:12](CC2C=CC(OC)=CC=2)[CH2:11][CH2:10]1)([CH3:4])([CH3:3])[CH3:2].Cl[C:32]([O:34][CH:35]([Cl:37])[CH3:36])=[O:33]>C(Cl)Cl>[Cl:37][CH:35]([O:34][C:32]([N:12]1[CH2:13][CH2:14][C:9]([CH2:8][NH:7][C:6]([O:5][C:1]([CH3:4])([CH3:3])[CH3:2])=[O:30])([C:24]2[CH:29]=[CH:28][CH:27]=[CH:26][CH:25]=2)[CH2:10][CH2:11]1)=[O:33])[CH3:36]. Procedure details: To a solution of [1-(4-methoxy-benzyl)-4-phenylpiperidin-4-ylmethyl]carbamic acid tert-butyl ester (3.2 mmol) in CH2Cl2 is added 1-chloroethyl chloroformate (4.7 mmol), then the mixture is stirred at room temperature for 2.5 h. After the bulk of solvent is concentrated in vacuo, the residue suspended in ether and filtered. After the filtrate is concentrated in vacuo, the residue is suspended in hexane and filtered. The filtrate is concentrated in vacuo to give the 4-(tert-butoxycarbonylaminometh... Starting materials: ClCCl, FC(F)(F)C(OS(F)(F)F)C(F)(F)F, O=[N+]([O-])c1ccc(CO)cc1. The product is O=[N+]([O-])c1ccc(CF)cc1. RXN SMILES: [CH2:26]([Cl:27])[Cl:28].[F:12][C:13]([F:14])([F:15])[CH:16]([C:17]([F:18])([F:19])[F:20])[O:21][S:22]([F:23])([F:24])[F:25].[N+:1](=[O:2])([O-:3])[c:4]1[cH:5][cH:6][c:7]([CH2:8][OH:9])[cH:10][cH:11]1>>[N+:1](=[O:2])([O-:3])[c:4]1[cH:5][cH:6][c:7]([CH2:8][F:12])[cH:10][cH:11]1. Starting materials: NC=1SC=C(C1S(=O)(=O)N)COCOC (2-amino-4-[(methoxymethoxy)methyl]thiophene-3-sulfonamide), CSC(=C1C(N(C2=NC=CC=C2C1=O)CCCC)=O)SC (3-[bis(methylthio)methylene]-1-butyl-1,8-naphthyridine-2,4(1H,3H)-dione). Solvent: C1(=CC=CC=C1)C (toluene). Yields the product C(CCC)N1C(C(=C(C2=CC=CN=C12)O)C1=NS(C2=C(N1)SC=C2COCOC)(=O)=O)=O (1-butyl-4-hydroxy-3-{7-[(methoxymethoxy)methyl]-1,1-dioxido-4H-thieno[2,3-e][1,2,4]thiadiazin-3-yl}-1,8-naphthyridin-2(1H)-one). Isolated yield 55.4%. RXN SMILES: [NH2:1][C:2]1[S:3][CH:4]=[C:5]([CH2:11][O:12][CH2:13][O:14][CH3:15])[C:6]=1[S:7]([NH2:10])(=[O:9])=[O:8].CS[C:18](SC)=[C:19]1[C:28](=[O:29])[C:27]2[C:22](=[N:23][CH:24]=[CH:25][CH:26]=2)[N:21]([CH2:30][CH2:31][CH2:32][CH3:33])[C:20]1=[O:34]>C1(C)C=CC=CC=1>[CH2:30]([N:21]1[C:22]2[C:27](=[CH:26][CH:25]=[CH:24][N:23]=2)[C:28]([OH:29])=[C:19]([C:18]2[NH:1][C:2]3[S:3][CH:4]=[C:5]([CH2:11][O:12][CH2:13][O:14][CH3:15])[C:6]=3[S:7](=[O:8])(=[O:9])[N:10]=2)[C:20]1=[O:34])[CH2:31][CH2:32][CH3:33]. Procedure details: The product of Example 309G (110 mg, 0.43 mmol) and the product of Example 315B (140.6 mg, 0.43 mmol) were reacted in toluene (5 mL) at 100° C. for 3 hours. The reaction was concentrated under reduced pressure and the residue was purified by chromatography on silica gel using a Biotage-12 m column eluting with 1:99 methanol:dichloromethane to give the title compound as a white solid (114 mg, 54.6%). The sodium salt of the title compound was prepared according to the procedure of Example 1D. 1H N... The reactants are CC1=C(COC=2C=C(C=CC2OC)CC(=O)OCC)C(=CC=C1)C (Ethyl 2-(3-(2,6-dimethylbenzyloxy)-4-methoxyphenyl)acetate), [OH-].[Na+] (NaOH). Solvent: C(C)O (ethanol). Conditions: time 3 hour. The product is CC1=C(COC=2C=C(C=CC2OC)CC(=O)O)C(=CC=C1)C (2-(3-(2,6-Dimethylbenzyloxy)-4-methoxyphenyl)acetic acid). As a reaction SMILES: [CH3:1][C:2]1[CH:23]=[CH:22][CH:21]=[C:20]([CH3:24])[C:3]=1[CH2:4][O:5][C:6]1[CH:7]=[C:8]([CH2:14][C:15]([O:17]CC)=[O:16])[CH:9]=[CH:10][C:11]=1[O:12][CH3:13].[OH-].[Na+]>C(O)C>[CH3:24][C:20]1[CH:21]=[CH:22][CH:23]=[C:2]([CH3:1])[C:3]=1[CH2:4][O:5][C:6]1[CH:7]=[C:8]([CH2:14][C:15]([OH:17])=[O:16])[CH:9]=[CH:10][C:11]=1[O:12][CH3:13] |f:1.2|. Procedure: To a stirred solution of Ethyl 2-(3-(2,6-dimethylbenzyloxy)-4-methoxyphenyl)acetate (Step B, 7.86 g, 24 mmol) in absolute ethanol (120 ml) was added 1N NaOH (50 ml) at room temperature. The reaction mixture was stirred for 3 hours, or until all the starting material is gone, concentrated and diluted with chloroform and acidified by 1M HCl to bring the pH to 3.5-4. The organic layer was washed with brine, dried over Na2SO4, filtered, concentrated and purified by flash chromatography on a silica g... The reactants are COc1ccc(C2COCCOC2)c2sc(N)nc12, O=C(O)C1CCCO1. Product: COc1ccc(C2COCCOC2)c2sc(NC(=O)C3CCCO3)nc12. As a reaction SMILES: [O:1]1[CH2:2][CH2:3][O:4][CH2:5][CH:6]([c:8]2[cH:9][cH:10][c:11]([O:18][CH3:19])[c:12]3[n:13][c:14]([NH2:17])[s:15][c:16]23)[CH2:7]1.[O:20]1[CH:21]([C:25](=[O:26])[OH:27])[CH2:22][CH2:23][CH2:24]1>>[O:1]1[CH2:2][CH2:3][O:4][CH2:5][CH:6]([c:8]2[cH:9][cH:10][c:11]([O:18][CH3:19])[c:12]3[n:13][c:14]([NH:17][C:25]([CH:21]4[O:20][CH2:24][CH2:23][CH2:22]4)=[O:26])[s:15][c:16]23)[CH2:7]1.